This data is from the Open Reaction Database (ORD), a public repository of structured organic reaction records. The task is: describe an organic reaction: reactants, conditions, products, and yield Starting materials: C=CCC1CC(n2cc(C)c(=O)[nH]c2=O)([SiH](c2ccccc2)c2ccccc2)OC1COC(C)(C)C, C1CCOC1, [Na+], O=C([O-])O, O, OO. The product is Cc1cn(C2([SiH](c3ccccc3)c3ccccc3)CC(CCCO)C(COC(C)(C)C)O2)c(=O)[nH]c1=O. RXN SMILES: [CH2:1]([CH:2]=[CH2:3])[CH:4]1[CH2:5][C:6]([n:15]2[c:16](=[O:17])[nH:18][c:19](=[O:20])[c:21]([CH3:22])[cH:23]2)([SiH:24]([c:25]2[cH:26][cH:27][cH:28][cH:29][cH:30]2)[c:31]2[cH:32][cH:33][cH:34][cH:35][cH:36]2)[O:7][CH:8]1[CH2:9][O:10][C:11]([CH3:12])([CH3:13])[CH3:14].[CH2:45]1[O:46][CH2:47][CH2:48][CH2:49]1.[Na+:42].[O-:38][C:39]([OH:40])=[O:41].[OH2:37].[OH:43][OH:44]>>[CH2:1]([CH2:2][CH2:3][OH:38])[CH:4]1[CH2:5][C:6]([n:15]2[c:16](=[O:17])[nH:18][c:19](=[O:20])[c:21]([CH3:22])[cH:23]2)([SiH:24]([c:25]2[cH:26][cH:27][cH:28][cH:29][cH:30]2)[c:31]2[cH:32][cH:33][cH:34][cH:35][cH:36]2)[O:7][CH:8]1[CH2:9][O:10][C:11]([CH3:12])([CH3:13])[CH3:14]. Reactants: C(=O)C12C3=CC=CC=C3C(C=3C=CC=CC13)C2 (9-formyl-9,10-dihydro-9,10-methanoanthracene), [BH4-].[Na+] (sodium borohydride). The solvent is CO (methanol), O (water). Product: OCC12C3=CC=CC=C3C(C=3C=CC=CC13)C2 (9-hydroxymethyl-9,10-dihydro-9,10-methanoanthracene). As a reaction SMILES: [CH:1]([C:3]12[CH2:17][CH:10]([C:11]3[CH:12]=[CH:13][CH:14]=[CH:15][C:16]=31)[C:9]1[C:4]2=[CH:5][CH:6]=[CH:7][CH:8]=1)=[O:2].[BH4-].[Na+]>CO.O>[OH:2][CH2:1][C:3]12[CH2:17][CH:10]([C:9]3[CH:8]=[CH:7][CH:6]=[CH:5][C:4]=31)[C:11]1[C:16]2=[CH:15][CH:14]=[CH:13][CH:12]=1 |f:1.2|. Procedure details: A solution of 9-formyl-9,10-dihydro-9,10-methanoanthracene (200 mg) and sodium borohydride (60 mg) in methanol (5 ml) was stirred at room temperature for 30 minutes. The reaction mixture was diluted with water and extracted with ethyl acetate. The ethyl acetate layer was washed with water, dried over anhydrous sodium sulfate and evaporated to dryness to give 9-hydroxymethyl-9,10-dihydro-9,10-methanoanthracene. M.P. 165°-166° C. The reactants are N (NH3), C(C)OC(=O)OC1=CC=C(C=C1)/C=C/C(=O)OCCCCCCCl (6-chlorohexyl(2E)-3-{4-[(ethoxycarbonyl)oxy]phenyl}prop-2-enoate). Solvent: CC(=O)C (acetone), N1=CC=CC=C1 (pyridine). Reaction conditions: time 20 hour. Yields the product OC1=CC=C(C=C1)/C=C/C(=O)OCCCCCCCl (6-chlorohexyl(2E)-3-(4-hydroxyphenyl)prop-2-enoate). Yield: 100.2%. As a reaction SMILES: N.C(OC([O:7][C:8]1[CH:13]=[CH:12][C:11](/[CH:14]=[CH:15]/[C:16]([O:18][CH2:19][CH2:20][CH2:21][CH2:22][CH2:23][CH2:24][Cl:25])=[O:17])=[CH:10][CH:9]=1)=O)C>CC(C)=O.N1C=CC=CC=1>[OH:7][C:8]1[CH:9]=[CH:10][C:11](/[CH:14]=[CH:15]/[C:16]([O:18][CH2:19][CH2:20][CH2:21][CH2:22][CH2:23][CH2:24][Cl:25])=[O:17])=[CH:12][CH:13]=1. Procedure details: A 25% NH3 solution diluted in 780 mL of acetone is added dropwise to a solution of 89.3 g (247 mmol) of 6-chlorohexyl(2E)-3-{4-[(ethoxycarbonyl)oxy]phenyl}prop-2-enoate in 752 mL of pyridine. The mixture is allowed to stir for 20 hours at room temperature. The reaction mixture is then partitioned between ethylacetate and water. The organic phase is then washed repeatedly with water, dried over sodium sulfate, filtered off and concentrated by rotary evaporation. The solid is dried under vacuum to... Starting materials: BrC1C(=O)NC(C1)=O (Bromosuccinimide), O=C1NC=CC=2NC=3C=C(C=CC3C21)C(=O)OC (methyl 1-oxo-2,5-dihydro-1H-pyrido[4,3-b]indole-7-carboxylate). Solvent: CN(C)C=O (DMF). Reaction conditions: time 4 hour. Product: COC(=O)C=1C=CC=2C3=C(NC2C1)C(=CNC3=O)Br (Methyl-4-bromo-1-oxo-2,5-dihydro-1H-pyrido[4,3-b]indole-7-carboxylate). As a reaction SMILES: [Br:1]C1CC(=O)NC1=O.[O:9]=[C:10]1[C:22]2[C:21]3[CH:20]=[CH:19][C:18]([C:23]([O:25][CH3:26])=[O:24])=[CH:17][C:16]=3[NH:15][C:14]=2[CH:13]=[CH:12][NH:11]1>CN(C=O)C>[CH3:26][O:25][C:23]([C:18]1[CH:19]=[CH:20][C:21]2[C:22]3[C:10](=[O:9])[NH:11][CH:12]=[C:13]([Br:1])[C:14]=3[NH:15][C:16]=2[CH:17]=1)=[O:24]. Procedure details: Bromosuccinimide (0.633 g, 3.56 mmol) was quickly added to a stirred mixture of methyl 1-oxo-2,5-dihydro-1H-pyrido[4,3-b]indole-7-carboxylate (0.783 g, 3.23 mmol) in DMF (20 mL) at room temperature. The reaction was exothermic and turned brown. The reaction mixture was stirred for four hours. at room temperature. LC-MS showed complete conversion to the desired product mass. The reaction mixture was poured in to 200 ml water with stirring, then filtered. The residue was washed with water, then sl... The reactants are N1C=NC(=C1)C=1C(=NOC1C)C1=CC=CC=C1 (4-(1H-imidazol-4-yl)-5-methyl-3-phenyl-isoxazole), FC(C1=C(C=CC=C1)B(O)O)(F)F (2-(trifluoromethyl)phenylboronic acid). Yields the product CC1=C(C(=NO1)C1=CC=CC=C1)C=1N=CN(C1)C1=C(C=CC=C1)C(F)(F)F (5-Methyl-3-phenyl-4-[1-(2-trifluoromethyl-phenyl)-1H-imidazol-4-yl]-isoxazole). The yield is 20.0%. RXN SMILES: [NH:1]1[CH:5]=[C:4]([C:6]2[C:7]([C:12]3[CH:17]=[CH:16][CH:15]=[CH:14][CH:13]=3)=[N:8][O:9][C:10]=2[CH3:11])[N:3]=[CH:2]1.[F:18][C:19]([F:30])([F:29])[C:20]1[CH:25]=[CH:24][CH:23]=[CH:22][C:21]=1B(O)O>>[CH3:11][C:10]1[O:9][N:8]=[C:7]([C:12]2[CH:13]=[CH:14][CH:15]=[CH:16][CH:17]=2)[C:6]=1[C:4]1[N:3]=[CH:2][N:1]([C:21]2[CH:22]=[CH:23][CH:24]=[CH:25][C:20]=2[C:19]([F:30])([F:29])[F:18])[CH:5]=1. Procedure details: As described for Example 3, 4-(1H-imidazol-4-yl)-5-methyl-3-phenyl-isoxazole (112.6 mg, 0.5 mmol) was converted, using 2-(trifluoromethyl)phenylboronic acid (190 mg, 1.0 mmol) instead of 4-fluorophenylboronic acid, to the title compound (37 mg, 20%) which was obtained as a white solid. MS (ESI): m/e=369.9 [M+H]+. Reactants: CCCCCCCCOc1ccc(C(=O)O)cc1, O=S(Cl)Cl. The product is CCCCCCCCOc1ccc(C(=O)O)cc1, [Cl-]. As a reaction SMILES: [CH2:1]([CH2:2][CH2:3][CH2:4][CH2:5][CH2:6][CH2:7][CH3:8])[O:9][c:10]1[cH:11][cH:12][c:13]([C:14](=[O:15])[OH:16])[cH:17][cH:18]1.[S:19]([Cl:20])([Cl:21])=[O:22]>>[CH2:1]([CH2:2][CH2:3][CH2:4][CH2:5][CH2:6][CH2:7][CH3:8])[O:9][c:10]1[cH:11][cH:12][c:13]([C:14](=[O:15])[OH:16])[cH:17][cH:18]1.[Cl-:21]. The reactants are C1(CC1)NC(=O)C=1C=CC(=C(C1)N1C(C(=NC=C1)NCC=1C=C(C=CC1)CNC(OC(C)(C)C)=O)=O)C ([[3-[[[4-[5-[(cyclopropylamino)carbonyl]-2-methylphenyl]-3,4-dihydro-3-oxopyrazinyl]amino]methyl]phenyl]methyl]-carbamic acid, 1,1-dimethylethyl ester), FC(C(=O)O)(F)F (trifluoroacetic acid). Run in ClCCl (dichloromethane). Reaction conditions: time 30 minute. The product is NCC=1C=C(C=CC1)CNC=1C(N(C=CN1)C=1C=C(C(=O)NC2CC2)C=CC1C)=O (3-[3-[[[3-(Aminomethyl)phenyl]methyl]amino]-2-oxo-1(2H)-pyrazinyl]-N-cyclopropyl-4-methyl-benzamide). Isolated yield 52.9%. RXN SMILES: [CH:1]1([NH:4][C:5]([C:7]2[CH:8]=[CH:9][C:10]([CH3:37])=[C:11]([N:13]3[CH:18]=[CH:17][N:16]=[C:15]([NH:19][CH2:20][C:21]4[CH:22]=[C:23]([CH2:27][NH:28]C(=O)OC(C)(C)C)[CH:24]=[CH:25][CH:26]=4)[C:14]3=[O:36])[CH:12]=2)=[O:6])[CH2:3][CH2:2]1.FC(F)(F)C(O)=O>ClCCl>[NH2:28][CH2:27][C:23]1[CH:22]=[C:21]([CH2:20][NH:19][C:15]2[C:14](=[O:36])[N:13]([C:11]3[CH:12]=[C:7]([CH:8]=[CH:9][C:10]=3[CH3:37])[C:5]([NH:4][CH:1]3[CH2:2][CH2:3]3)=[O:6])[CH:18]=[CH:17][N:16]=2)[CH:26]=[CH:25][CH:24]=1. Procedure details: A mixture of [[3-[[[4-[5-[(cyclopropylamino)carbonyl]-2-methylphenyl]-3,4-dihydro-3-oxopyrazinyl]amino]methyl]phenyl]methyl]-carbamic acid, 1,1-dimethylethyl ester (Example 51,90 mg), dichloromethane (2 mL) and trifluoroacetic acid (0.5 mL) was stirred at room temperature for 30 min. The mixture was concentrated in vacuo. Purification by preparative HPLC (Gemini column, 0.1% ammonia:acetonitrile eluent) afforded the title compound as a solid (22 mg). The reactants are O=C([O-])O, CCn1ncnc1C=O, CCO, Cl, NO, [Na+]. Yields the product CCn1ncnc1C=NO. As a reaction SMILES: [C:13](=[O:14])([OH:15])[O-:16].[CH2:1]([CH3:2])[n:3]1[n:4][cH:5][n:6][c:7]1[CH:8]=[O:9].[CH3:18][CH2:19][OH:20].[ClH:10].[NH2:11][OH:12].[Na+:17]>>[CH2:1]([CH3:2])[n:3]1[n:4][cH:5][n:6][c:7]1[CH:8]=[N:11][OH:12]. Reaction conditions: temperature 95 celsius. Reported procedure: (RS)-1,1,1-Trifluoro-2-chloro-2-(3,5-difluoro-4-ethoxyphenyl)-3-(3-phenoxybenzyloxy)propane (0.2 g), α,α'-azoisobutyronitrile (0.01 g) and tri-n-butyltin hydride (0.13 g) were mixed in toluene (10 cm3), and the reaction mixture heated at 95° C. for 8 hours. Analysis by gas liquid chromatography then showed no starting material remaining. The solvent was evaporated under reduced pressure, and the residual oil purified by chromatography on a silica gel support, eluting with n-hexane contaning 5% b... Yields the product FC(C(COCC1=CC(=CC=C1)OC1=CC=CC=C1)C1=CC(=C(C(=C1)F)OCC)F)(F)F (1,1,1-trifluoro-2-(3,5-difluoro-4-ethoxyphenyl)-3-(3-phenoxybenzyloxy)-propane). The solvent is C1(=CC=CC=C1)C (toluene). The yield is 75.3%. Reaction SMILES: [F:1][C:2]([F:33])([F:32])[C:3](Cl)([C:20]1[CH:25]=[C:24]([F:26])[C:23]([O:27][CH2:28][CH3:29])=[C:22]([F:30])[CH:21]=1)[CH2:4][O:5][CH2:6][C:7]1[CH:12]=[CH:11][CH:10]=[C:9]([O:13][C:14]2[CH:19]=[CH:18][CH:17]=[CH:16][CH:15]=2)[CH:8]=1.C([SnH](CCCC)CCCC)CCC>C1(C)C=CC=CC=1>[F:32][C:2]([F:1])([F:33])[CH:3]([C:20]1[CH:21]=[C:22]([F:30])[C:23]([O:27][CH2:28][CH3:29])=[C:24]([F:26])[CH:25]=1)[CH2:4][O:5][CH2:6][C:7]1[CH:12]=[CH:11][CH:10]=[C:9]([O:13][C:14]2[CH:15]=[CH:16][CH:17]=[CH:18][CH:19]=2)[CH:8]=1. Reactants: FC(C(COCC1=CC(=CC=C1)OC1=CC=CC=C1)(C1=CC(=C(C(=C1)F)OCC)F)Cl)(F)F ((RS)-1,1,1-Trifluoro-2-chloro-2-(3,5-difluoro-4-ethoxyphenyl)-3-(3-phenoxybenzyloxy)propane), α,α'-azoisobutyronitrile, C(CCC)[SnH](CCCC)CCCC (tri-n-butyltin hydride). Reactants: C=Cc1[nH]c(CC(O)(c2ccc(-c3ccc(F)cn3)cc2)C(F)(F)F)nc1CC(C)(C)C, CO, [H][H]. The product is CCc1[nH]c(CC(O)(c2ccc(-c3ccc(F)cn3)cc2)C(F)(F)F)nc1CC(C)(C)C. Reaction SMILES: [CH3:1][C:2]([CH2:3][c:4]1[n:5][c:6]([CH2:11][C:12]([C:13]([F:14])([F:15])[F:16])([OH:17])[c:18]2[cH:19][cH:20][c:21](-[c:24]3[n:25][cH:26][c:27]([F:30])[cH:28][cH:29]3)[cH:22][cH:23]2)[nH:7][c:8]1[CH:9]=[CH2:10])([CH3:31])[CH3:32].[CH3:35][OH:36].[H:33][H:34]>>[CH3:1][C:2]([CH2:3][c:4]1[n:5][c:6]([CH2:11][C:12]([C:13]([F:14])([F:15])[F:16])([OH:17])[c:18]2[cH:19][cH:20][c:21](-[c:24]3[n:25][cH:26][c:27]([F:30])[cH:28][cH:29]3)[cH:22][cH:23]2)[nH:7][c:8]1[CH2:9][CH3:10])([CH3:31])[CH3:32].